This data is from the Open Reaction Database (ORD), a public repository of structured organic reaction records. The task is: describe an organic reaction: reactants, conditions, products, and yield Reactants: FC(C(=O)O)(F)F.C(N)(=N)C1=CC=C(C=C1)C1(OCCO1)CC(=O)NCC(=O)N[C@@H](CC(O)=O)C(=O)N[C@@H](CC1=CC=CC=C1)C(=O)O (N-[N-[N-[[2-(p-amidinophenyl)-1,3-dioxolan-2-yl]acetyl]glycyl]-L-α-aspartyl]-3-phenyl-L-alanine trifluoroacetate). Solvent: FC(C(=O)O)(F)F.O (trifluoroacetic acid water). Reaction conditions: time 8 hour. The product is FC(C(=O)O)(F)F.C(N)(=N)C1=CC=C(C(=O)CC(=O)NCC(=O)N[C@@H](CC(O)=O)C(=O)N[C@@H](CC2=CC=CC=C2)C(=O)O)C=C1 (N-[N-[N-[(p-amidinobenzoyl)acetyl]glycyl]-L-aspartyl]-3-phenyl-L-alanine trifluoroacetate). The yield is 35.3%. Reaction SMILES: [F:1][C:2]([F:7])([F:6])[C:3]([OH:5])=[O:4].[C:8]([C:11]1[CH:16]=[CH:15][C:14]([C:17]2([CH2:22][C:23]([NH:25][CH2:26][C:27]([NH:29][C@H:30]([C:35]([NH:37][C@H:38]([C:46]([OH:48])=[O:47])[CH2:39][C:40]3[CH:45]=[CH:44][CH:43]=[CH:42][CH:41]=3)=[O:36])[CH2:31][C:32](=[O:34])[OH:33])=[O:28])=[O:24])OCC[O:18]2)=[CH:13][CH:12]=1)(=[NH:10])[NH2:9]>FC(F)(F)C(O)=O.O>[F:1][C:2]([F:7])([F:6])[C:3]([OH:5])=[O:4].[C:8]([C:11]1[CH:16]=[CH:15][C:14]([C:17]([CH2:22][C:23]([NH:25][CH2:26][C:27]([NH:29][C@H:30]([C:35]([NH:37][C@H:38]([C:46]([OH:48])=[O:47])[CH2:39][C:40]2[CH:45]=[CH:44][CH:43]=[CH:42][CH:41]=2)=[O:36])[CH2:31][C:32](=[O:33])[OH:34])=[O:28])=[O:24])=[O:18])=[CH:13][CH:12]=1)(=[NH:9])[NH2:10] |f:0.1,2.3,4.5|. Procedure: A solution of 100 mg of N-[N-[N-[[2-(p-amidinophenyl)-1,3-dioxolan-2-yl]acetyl]glycyl]-L-α-aspartyl]-3-phenyl-L-alanine trifluoroacetate in 10 ml of trifluoroacetic acid/water 9:1 is left to stand at room temperature overnight. After removal of the solvent, chromatography of the residue (RP-18; elution with water-water/acetonitrile 1:1) and recrystallization there are obtained 33 mg of N-[N-[N-[(p-amidinobenzoyl)acetyl]glycyl]-L-aspartyl]-3-phenyl-L-alanine trifluoroacetate (1:1), m.p. 225°-230°... Starting materials: c1cc2c(cc1CN1CCNCC1)OCO2, COc1ccccc1, Cc1ccccc1, CC(C)O, [Cl-], [Cl-], [Cl-], [Cl-], O=C1Nc2ccccc2Nc2c(Cl)cccc21, N, [Ti+4]. Product: Clc1cccc2c1Nc1ccccc1N=C2N1CCN(Cc2ccc3c(c2)OCO3)CC1. As a reaction SMILES: [CH2:9]([c:10]1[cH:11][c:12]2[c:16]([cH:17][cH:18]1)[O:15][CH2:14][O:13]2)[N:19]1[CH2:20][CH2:21][NH:22][CH2:23][CH2:24]1.[CH3:1][O:2][c:3]1[cH:4][cH:5][cH:6][cH:7][cH:8]1.[CH3:43][c:44]1[cH:45][cH:46][cH:47][cH:48][cH:49]1.[CH:55]([OH:56])([CH3:57])[CH3:58].[Cl-:50].[Cl-:51].[Cl-:52].[Cl-:53].[Cl:25][c:26]1[cH:27][cH:28][cH:29][c:30]2[c:31]1[NH:32][c:33]1[c:34]([cH:38][cH:39][cH:40][cH:41]1)[NH:35][C:36]2=[O:37].[NH3:42].[Ti+4:54]>>[CH2:9]([c:10]1[cH:11][c:12]2[c:16]([cH:17][cH:18]1)[O:15][CH2:14][O:13]2)[N:19]1[CH2:20][CH2:21][N:22]([C:36]2=[N:35][c:34]3[c:33]([cH:41][cH:40][cH:39][cH:38]3)[NH:32][c:31]3[c:26]([Cl:25])[cH:27][cH:28][cH:29][c:30]32)[CH2:23][CH2:24]1. The reactants are O=Cc1ccc(Br)s1, C=CC(=O)OC(C)(C)C, O=C([O-])[O-], [K+], [K+], CN(C)C=O. Product: CC(C)(C)OC(=O)C=Cc1ccc(C=O)s1. Reaction SMILES: [Br:1][c:2]1[cH:3][cH:4][c:5]([CH:7]=[O:8])[s:6]1.[C:15]([CH:16]=[CH2:17])(=[O:18])[O:19][C:20]([CH3:21])([CH3:22])[CH3:23].[C:9](=[O:10])([O-:11])[O-:12].[K+:13].[K+:14].[O:24]=[CH:25][N:26]([CH3:27])[CH3:28]>>[c:2]1([CH:17]=[CH:16][C:15](=[O:18])[O:19][C:20]([CH3:21])([CH3:22])[CH3:23])[cH:3][cH:4][c:5]([CH:7]=[O:8])[s:6]1. Starting materials: O=C(CCCC=1SC=CC1)C (2-(4-Oxopentyl)thiophene), [BH4-].[Na+] (sodium borohydride). Solvent: C(C)O (ethanol), C(C)O (ethanol). Reaction conditions: time 8 hour. Yields the product OC(CCCC=1SC=CC1)C (2-(4-hydroxypentyl)thiophene). The yield is 93.8%. Reaction SMILES: [O:1]=[C:2]([CH3:11])[CH2:3][CH2:4][CH2:5][C:6]1[S:7][CH:8]=[CH:9][CH:10]=1.[BH4-].[Na+]>C(O)C>[OH:1][CH:2]([CH3:11])[CH2:3][CH2:4][CH2:5][C:6]1[S:7][CH:8]=[CH:9][CH:10]=1 |f:1.2|. Procedure: 2-(4-Oxopentyl)thiophene (3.30 g, 19.6 mmol) was dissolved in 10 ml of 95% ethanol and the solution was added to a stirred solution of sodium borohydride (0.38 g, 10 mmol) in 20 ml of ethanol at room temperature. The mixture was stirred overnight and the excess reducing agent destroyed by the dropwise addition of 1N HCl. The solvents were evaporated and the residue partitioned between water and ether. The organic phase was washed with water and brine and dried (Na2SO4) Evaporation of the solvent... The reactants are ClC1=NC=CC(=N1)C=1C=C(C=O)C=CC1 (3-(2-Chloro-pyrimidin-4-yl)-benzaldehyde), C(C)(C)(C)OC(=O)N1CC(N(CC1)CC1=CC(=CC=C1)C1=NC(=NC=C1)Cl)C(=O)O (4-[3-(2-chloro-pyrimidin-4-yl)-benzyl]-piperazine-1,3-dicarboxylic acid 1-tert-butyl ester), 433. As a reaction SMILES: ClC1N=C(C2C=C(C=CC=2)C=O)C=CN=1.C(OC([N:23]1[CH2:28][CH2:27][N:26]([CH2:29][C:30]2[CH:35]=[CH:34][CH:33]=[C:32]([C:36]3[CH:41]=[CH:40][N:39]=[C:38]([Cl:42])[N:37]=3)[CH:31]=2)[CH:25]([C:43]([OH:45])=[O:44])[CH2:24]1)=O)(C)(C)C>>[Cl:42][C:38]1[N:37]=[C:36]([C:32]2[CH:31]=[C:30]([CH:35]=[CH:34][CH:33]=2)[CH2:29][N:26]2[CH2:27][CH2:28][NH:23][CH2:24][CH:25]2[C:43]([OH:45])=[O:44])[CH:41]=[CH:40][N:39]=1. Procedure details: Intermediate 1 was coupled with 4-[3-(2-chloro-pyrimidin-4-yl)-benzyl]-piperazine-1,3-dicarboxylic acid 1-tert-butyl ester following procedure B. LC-MS showed the product had the expected M+H+ of 433. Yields the product ClC1=NC=CC(=N1)C=1C=C(CN2C(CNCC2)C(=O)O)C=CC1 (1-[3-(2-Chloro-pyrimidin-4-yl)-benzyl]-piperazine-2-carboxylic acid).